Dataset: the Open Reaction Database (ORD), a public repository of structured organic reaction records. Task: describe an organic reaction: reactants, conditions, products, and yield Starting materials: CO (methanol), NC(C)P(O)(=O)CC(C)C(=O)O (1-aminoethyl-(2-carboxy-1-propyl)phosphinic acid), Cl (HCl), CO (methanol). The product is NC(C)P(O)(=O)CC(C)C(=O)OC (1-Aminoethyl-(2-carbomethoxy-1-propyl)phosphinic acid), hydrochloride salt. As a reaction SMILES: [NH2:1][CH:2]([P:4]([CH2:7][CH:8]([C:10]([OH:12])=[O:11])[CH3:9])(=[O:6])[OH:5])[CH3:3].Cl.[CH3:14]O>>[NH2:1][CH:2]([P:4]([CH2:7][CH:8]([C:10]([O:12][CH3:14])=[O:11])[CH3:9])(=[O:5])[OH:6])[CH3:3]. Reported procedure: A solution of 100 mg of 1-aminoethyl-(2-carboxy-1-propyl)phosphinic acid in methanol (5 ml) was cooled to 0° C. and saturated with HCl gas. The sealed reaction mixture was then stirred 12 hours at room temperature whereupon the methanol was removed in vacuo to provide the title compound as a hydrochloride salt which was desalted via the procedure, in Example 2 using propylene oxide to provide the title compound. (80 mg). Reactants: C(OCI)(OC1=CC=C(C=C1)[N+](=O)[O-])=O (iodomethyl p-nitrophenyl carbonate), C(CCCCC)(=O)O (hexanoic acid). The reagents and catalysts are C(CCCCC)(=O)[O-].[Ag+] (silver hexanoate). Run in C1=CC=CC=C1 (benzene). Yields the product C(OCOC(CCCCC)=O)(OC1=CC=C(C=C1)[N+](=O)[O-])=O (hexanoyloxymethyl p-nitrophenyl carbonate). The yield is 116.2%. RXN SMILES: [C:1](=[O:15])([O:5][C:6]1[CH:11]=[CH:10][C:9]([N+:12]([O-:14])=[O:13])=[CH:8][CH:7]=1)[O:2][CH2:3]I.[C:16]([OH:23])(=[O:22])[CH2:17][CH2:18][CH2:19][CH2:20][CH3:21]>C1C=CC=CC=1.C([O-])(=O)CCCCC.[Ag+]>[C:1](=[O:15])([O:5][C:6]1[CH:11]=[CH:10][C:9]([N+:12]([O-:14])=[O:13])=[CH:8][CH:7]=1)[O:2][CH2:3][O:23][C:16](=[O:22])[CH2:17][CH2:18][CH2:19][CH2:20][CH3:21] |f:3.4|. Reported procedure: A solution of 0.25 g of iodomethyl p-nitrophenyl carbonate and 0.5 g hexanoic acid was heated to reflux in benzene with 0.5 g of silver hexanoate. After two hours the reaction mixture was filtered, and the filtrate was washed successively with aqueous sodium bicarbonate and water. After drying over sodium sulfate, the solvent was evaporated to furnish hexanoyloxymethyl p-nitrophenyl carbonate as a light yellow liquid (0.28 g). IR (film) 1775 (C=O). NMR (CDCl3) 0.9 (t, 3H, J=7 Hz, Me), 1.1-2.0 (m... Starting materials: COC1=CC=C2C(C(C3=C(OC4(CCNCC4)CS3)C2=C1)=O)=O (9-methoxyspiro[naphtho[1,2-b][1,4]oxathiine-2,4′-piperidine]-5,6-dione), ClC=1C=C(C(=O)Cl)C=CC1 (3-chlorobenzoyl chloride). Product: ClC=1C=C(C(=O)N2CCC3(CC2)CSC2=C(O3)C3=CC(=CC=C3C(C2=O)=O)OC)C=CC1 (1′-(3-chlorobenzoyl)-9-methoxyspiro[naphtho[1,2-b][1,4]oxathiine-2,4′-piperidine]-5,6-dione). As a reaction SMILES: [CH3:1][O:2][C:3]1[CH:21]=[C:20]2[C:6]([C:7](=[O:23])[C:8](=[O:22])[C:9]3[S:19][CH2:18][C:12]4([CH2:17][CH2:16][NH:15][CH2:14][CH2:13]4)[O:11][C:10]=32)=[CH:5][CH:4]=1.[Cl:24][C:25]1[CH:26]=[C:27]([CH:31]=[CH:32][CH:33]=1)[C:28](Cl)=[O:29]>>[Cl:24][C:25]1[CH:26]=[C:27]([CH:31]=[CH:32][CH:33]=1)[C:28]([N:15]1[CH2:16][CH2:17][C:12]2([O:11][C:10]3[C:20]4[C:6]([C:7](=[O:23])[C:8](=[O:22])[C:9]=3[S:19][CH2:18]2)=[CH:5][CH:4]=[C:3]([O:2][CH3:1])[CH:21]=4)[CH2:13][CH2:14]1)=[O:29]. Procedure details: Compound 69 was synthesized using 9-methoxyspiro[naphtho[1,2-b][1,4]oxathiine-2,4′-piperidine]-5,6-dione, 3-chlorobenzoyl chloride and conditions outlined in procedure N. M.p.=125-127° C.; 400 MHz 1H NMR (CDCl3) δ: LCMS: 7.90 (d, 1H), 7.55-7.47 (m, 3H), 7.41 (m, 1H), 7.25 (d, 1H), 7.11 (dd, 1H), 3.94, (s, 3H), 3.55-3.40 (m, 2H), 3.11 (s, 2H), 2.18-1.92 (m, 4H), 1.89-1.82 (m, 2H); LCMS: 470 [M+H]. The reactants are C[S-], CN(C)C=O, CCOC(C)=O, Nc1cccc2cc(Br)cnc12, [Na+]. The product is CSc1cnc2c(N)cccc2c1. Reaction SMILES: [CH3:13][S-:14].[CH3:16][N:17]([CH3:18])[CH:19]=[O:20].[CH3:21][CH2:22][O:23][C:24](=[O:25])[CH3:26].[NH2:1][c:2]1[cH:3][cH:4][cH:5][c:6]2[cH:7][c:8]([Br:12])[cH:9][n:10][c:11]12.[Na+:15]>>[NH2:1][c:2]1[cH:3][cH:4][cH:5][c:6]2[cH:7][c:8]([S:14][CH3:13])[cH:9][n:10][c:11]12. The reactants are three, C(C)(=O)O.N1CCCCC1 (Piperidine acetate), C(C(C)(C)C)(=O)C1=CN(C2=NC=C(N=C21)NC2=CC=C(C=O)C=C2)COCC[Si](C)(C)C (4-(7-pivaloyl-5-((2-(trimethylsilyl)-ethoxy)methyl)-5H-pyrrolo[2,3-b]pyrazine-2-ylamino)benzaldehyde), C(C)N1C(SCC1=O)=O (3-ethylthiazolidine-2,4-dione). Solvent: C(C)O (ethanol), C(C)O (ethanol). Product: C(C)N1C(SC(C1=O)=CC1=CC=C(C=C1)NC=1N=C2C(=NC1)N(C=C2C(C(C)(C)C)=O)COCC[Si](C)(C)C)=O (3-ethyl-5-(4-(7-pivaloyl-5-((2-(trimethylsilyl)ethoxy)methyl)-5H-pyrrolo[2,3-b]pyrazin-2-ylamino)benzylidene)thiazolidine-2,4-dione). The yield is 52.5%. As a reaction SMILES: [C:1]([C:7]1[C:15]2[C:10](=[N:11][CH:12]=[C:13]([NH:16][C:17]3[CH:24]=[CH:23][C:20]([CH:21]=O)=[CH:19][CH:18]=3)[N:14]=2)[N:9]([CH2:25][O:26][CH2:27][CH2:28][Si:29]([CH3:32])([CH3:31])[CH3:30])[CH:8]=1)(=[O:6])[C:2]([CH3:5])([CH3:4])[CH3:3].[CH2:33]([N:35]1[C:39](=[O:40])[CH2:38][S:37][C:36]1=[O:41])[CH3:34].C(O)(=O)C.N1CCCCC1>C(O)C>[CH2:33]([N:35]1[C:39](=[O:40])[C:38](=[CH:21][C:20]2[CH:19]=[CH:18][C:17]([NH:16][C:13]3[N:14]=[C:15]4[C:7]([C:1](=[O:6])[C:2]([CH3:5])([CH3:3])[CH3:4])=[CH:8][N:9]([CH2:25][O:26][CH2:27][CH2:28][Si:29]([CH3:32])([CH3:31])[CH3:30])[C:10]4=[N:11][CH:12]=3)=[CH:24][CH:23]=2)[S:37][C:36]1=[O:41])[CH3:34] |f:2.3|. Reported procedure: To a 50 ml three necked round bottom flask, 4-(7-pivaloyl-5-((2-(trimethylsilyl)-ethoxy)methyl)-5H-pyrrolo[2,3-b]pyrazine-2-ylamino)benzaldehyde (0.104 g, 0.00023 mole) and 3-ethylthiazolidine-2,4-dione (0.067 g, 0.00046 mole) was taken in ethanol (3 ml). Piperidine acetate (3.3 M solution in water) (0.1 ml) was added dropwise at RT. The reaction mixture was refluxed for 6 hrs. After completion of the reaction, ethanol was distilled out and water was added to residue. Aq. layer was extracted wit... Reactants: N1(CCOCC1)C(=O)C=1N(C2=CC=C(C=C2C1)OCC1CNCCO1)CC(F)(F)F (morpholin-4-yl-[5-(morpholin-2-ylmethoxy)-1-(2,2,2-trifluoro-ethyl)-1H-indol-2-yl]-methanone), C(C)(=O)O (acetic acid), CC(=O)C (acetone), FC(C(=O)[O-])(F)F (trifluoroacetate), O (water), C(#N)[BH3-].[Na+] (sodium cyanoborohydride). Run in O1CCCC1 (tetrahydrofuran), O1CCCC1 (tetrahydrofuran). Reaction conditions: temperature 55 celsius, time 8 hour. Product: C(C)(C)N1CC(OCC1)COC=1C=C2C=C(N(C2=CC1)CC(F)(F)F)C(=O)N1CCOCC1 ([5-(4-Isopropyl-morpholin-2-ylmethoxy)-1-(2,2,2-trifluoro-ethyl)-1H-indol-2-yl]-morpholin-4-yl-methanone). Isolated yield 43.0%. RXN SMILES: [N:1]1([C:7]([C:9]2[N:10]([CH2:26][C:27]([F:30])([F:29])[F:28])[C:11]3[C:16]([CH:17]=2)=[CH:15][C:14]([O:18][CH2:19][CH:20]2[O:25][CH2:24][CH2:23][NH:22][CH2:21]2)=[CH:13][CH:12]=3)=[O:8])[CH2:6][CH2:5][O:4][CH2:3][CH2:2]1.FC(F)(F)C([O-])=O.O.[CH3:39][C:40]([CH3:42])=O.C(O)(=O)C.C([BH3-])#N.[Na+]>O1CCCC1>[CH:40]([N:22]1[CH2:23][CH2:24][O:25][CH:20]([CH2:19][O:18][C:14]2[CH:15]=[C:16]3[C:11](=[CH:12][CH:13]=2)[N:10]([CH2:26][C:27]([F:30])([F:29])[F:28])[C:9]([C:7]([N:1]2[CH2:6][CH2:5][O:4][CH2:3][CH2:2]2)=[O:8])=[CH:17]3)[CH2:21]1)([CH3:42])[CH3:39] |f:5.6|. Procedure: To a solution of morpholin-4-yl-[5-(morpholin-2-ylmethoxy)-1-(2,2,2-trifluoro-ethyl)-1H-indol-2-yl]-methanone as trifluoroacetate salt (example 1, step 2, 120 mg, 1.0 eq.) in tetrahydrofuran (2 mL) were successively added water (0.004 mL, 1.1 eq.), acetone (0.019 mL, 1.5 eq.), acetic acid (0.040 mL, 3.0 eq.) and a solution of sodium cyanoborohydride in tetrahydrofuran (1M, 0.33 mL, 1.5 eq.). The reaction mixture was stirred at 55° C. overnight and concentrated in vacuo. Water (5 mL) and hydrochl... Reactants: O=C1N(N=C2N1C=CC=1C(C(=C(OC21)C2=CC=CC=C2)C2=CC=C(C=C2)C2(COC2)NS(=O)C(C)(C)C)=O)COCC[Si](C)(C)C (2-methyl-propane-2-sulfinic acid (3-{-4-[3,6-dioxo-8-phenyl-2-(2-trimethylsilanyl-ethoxymethyl)-2,6-dihydro-3H-9-oxa-1,2,3a-triaza-cyclopenta[a]naphthalen-7-yl]-phenyl}-oxetan-3-yl)-amide), Cl (HCl), O1CCOCC1 (dioxane). The solvent is CO (MeOH). Conditions: time 1 hour. Product: NC1(COC1)C1=CC=C(C=C1)C=1C(C=2C=CN3C(C2OC1C1=CC=CC=C1)=NNC3=O)=O (7-[4-(3-Amino-oxetan-3-yl)-phenyl]-8-phenyl-2H-9-oxa-1,2,3a-triaza-cyclopenta[a]naphthalene-3,6-dione). The yield is 50.3%. As a reaction SMILES: [O:1]=[C:2]1[N:6]2[CH:7]=[CH:8][C:9]3[C:10](=[O:38])[C:11]([C:21]4[CH:26]=[CH:25][C:24]([C:27]5([NH:31]S(C(C)(C)C)=O)[CH2:30][O:29][CH2:28]5)=[CH:23][CH:22]=4)=[C:12]([C:15]4[CH:20]=[CH:19][CH:18]=[CH:17][CH:16]=4)[O:13][C:14]=3[C:5]2=[N:4][N:3]1COCC[Si](C)(C)C.Cl.O1CCOCC1>CO>[NH2:31][C:27]1([C:24]2[CH:25]=[CH:26][C:21]([C:11]3[C:10](=[O:38])[C:9]4[CH:8]=[CH:7][N:6]5[C:2](=[O:1])[NH:3][N:4]=[C:5]5[C:14]=4[O:13][C:12]=3[C:15]3[CH:20]=[CH:19][CH:18]=[CH:17][CH:16]=3)=[CH:22][CH:23]=2)[CH2:30][O:29][CH2:28]1. Reported procedure: To a stirred solution of 2-methyl-propane-2-sulfinic acid (3-{-4-[3,6-dioxo-8-phenyl-2-(2-trimethylsilanyl-ethoxymethyl)-2,6-dihydro-3H-9-oxa-1,2,3a-triaza-cyclopenta[a]naphthalen-7-yl]-phenyl}-oxetan-3-yl)-amide (46 mg, 0.07 mmol) in MeOH (6 mL) was added a solution of HCl in dioxane (4 M, 0.14 mL, 0.56 mmol) at RT. After 1 h, the reaction mixture was evaporated to dryness. The residue was suspended in DCM (5 mL), cooled in an ice bath, and TFA (1 mL) was added. The mixture was stirred at RT fo...